From a dataset of the Open Reaction Database (ORD), a public repository of structured organic reaction records. describe an organic reaction: reactants, conditions, products, and yield Starting materials: CC(=O)[O-], CN(C)C=O, CCOC(C)=O, O=C(CCl)Nc1ccc(Cl)cn1, [Na+]. Product: CC(=O)OCC(=O)Nc1ccc(Cl)cn1. RXN SMILES: [CH3:14][C:15]([O-:16])=[O:17].[CH3:18][N:19]([CH3:20])[CH:21]=[O:22].[CH3:23][CH2:24][O:25][C:26](=[O:27])[CH3:28].[Cl:1][CH2:2][C:3](=[O:4])[NH:5][c:6]1[n:7][cH:8][c:9]([Cl:12])[cH:10][cH:11]1.[Na+:13]>>[CH2:2]([C:3](=[O:4])[NH:5][c:6]1[n:7][cH:8][c:9]([Cl:12])[cH:10][cH:11]1)[O:17][C:15]([CH3:14])=[O:16]. Reactants: NC1=NN=C(S1)C=1C=C2C=3C[C@@H](CCC3N(C2=CC1)CC1=CC(=CC=C1)F)NC(C(C)C)=O ((R)-N-[6-(5-Amino[1,3,4]thiadiazole-2-yl)-9-(3-fluorobenzyl)-2,3,4,9-tetrahydro-1H-carbazol-3-yl]isobutyramide), C(CC(C)C)ON=O (isoamylnitrite). Yields the product FC=1C=C(CN2C3=CC=C(C=C3C=3C[C@@H](CCC23)NC(C(C)C)=O)C=2SC=NN2)C=CC1 ((R)-N-[9-(3-Fluorobenzyl)-6-[1,3,4]thiadiazole-2-yl-2,3,4,9-tetrahydro-1H-carbazol-3-yl]isobutyramide). The solvent is CN(C)C=O (DMF). Reported procedure: Add (R)-N-[6-(5-Amino[1,3,4]thiadiazole-2-yl)-9-(3-fluorobenzyl)-2,3,4,9-tetrahydro-1H-carbazol-3-yl]isobutyramide (Example 126) (0.104 g, 0.224 mmol) to a solution of isoamylnitrite (0.039 g, 0.337 mmol) in DMF at 60° C. and heat for 1 h. Quench reaction onto water and extract with EtOAc to give 80 mg of a yellow solid. Purify over silica eluting with 25-90% EtOAc/hexanes gradient to give 20 mg (20%). MS (ES) m/z 449 (M+1); 1H NMR (DMSO-d6): δ 9.56 (s, 1H), 8.08 (s, 1H), 7.89 (d, 1H), 7.77 (d, ... Yield: 79.6%. As a reaction SMILES: N[C:2]1[S:6][C:5]([C:7]2[CH:8]=[C:9]3[C:17](=[CH:18][CH:19]=2)[N:16]([CH2:20][C:21]2[CH:26]=[CH:25][CH:24]=[C:23]([F:27])[CH:22]=2)[C:15]2[CH2:14][CH2:13][C@@H:12]([NH:28][C:29](=[O:33])[CH:30]([CH3:32])[CH3:31])[CH2:11][C:10]3=2)=[N:4][N:3]=1.C(ON=O)CC(C)C>CN(C=O)C>[F:27][C:23]1[CH:22]=[C:21]([CH:26]=[CH:25][CH:24]=1)[CH2:20][N:16]1[C:15]2[CH2:14][CH2:13][C@@H:12]([NH:28][C:29](=[O:33])[CH:30]([CH3:32])[CH3:31])[CH2:11][C:10]=2[C:9]2[C:17]1=[CH:18][CH:19]=[C:7]([C:5]1[S:6][CH:2]=[N:3][N:4]=1)[CH:8]=2.